Task: describe an organic reaction: reactants, conditions, products, and yield. Dataset: the Open Reaction Database (ORD), a public repository of structured organic reaction records The reactants are BrC1=C(C=C(C(=O)OC)C=C1)C (methyl 4-bromo-3-methylbenzoate), BrC1=CC=C(C=C1)I (1-bromo-4-iodobenzene). The product is BrC1=CC=C(C=C1)C1=C(C=C(C=C1)C(=O)OC)C (Methyl 4′-bromo-2-methylbiphenyl-4-carboxylate). Isolated yield 23.0%. RXN SMILES: Br[C:2]1[CH:11]=[CH:10][C:5]([C:6]([O:8][CH3:9])=[O:7])=[CH:4][C:3]=1[CH3:12].[Br:13][C:14]1[CH:19]=[CH:18][C:17](I)=[CH:16][CH:15]=1>>[Br:13][C:14]1[CH:19]=[CH:18][C:17]([C:2]2[CH:11]=[CH:10][C:5]([C:6]([O:8][CH3:9])=[O:7])=[CH:4][C:3]=2[CH3:12])=[CH:16][CH:15]=1. Procedure details: In accordance with Example 19-(2), but using methyl 4-bromo-3-methylbenzoate instead of tert-Butyl 5-(benzyloxy)-2-{[1-(5-bromopyridin-2-yl)piperidin-4-yl]methyl}-6-methylpyrimidine-4-carboxylate, and 1-bromo-4-iodobenzene instead of tert-butyl[(4-iodobenzyl)oxy]dimethylsilane, the title compound (yield 23%) was afforded as a white solid. Reactants: C=1(C(=CC=CC1)N)N (benzene-1,2-diamine), C(C)OC(C=O)=O (oxo-acetic acid ethyl ester). Run in C(C)O (ethanol). The product is N1C(C=NC2=CC=CC=C12)=O (1H-quinoxalin-2-one). RXN SMILES: [C:1]1([NH2:8])[C:2]([NH2:7])=[CH:3][CH:4]=[CH:5][CH:6]=1.[CH2:9]([O:11]C(=O)C=O)[CH3:10]>C(O)C>[NH:7]1[C:2]2[C:1](=[CH:6][CH:5]=[CH:4][CH:3]=2)[N:8]=[CH:10][C:9]1=[O:11]. Procedure: Heat benzene-1,2-diamine (7.5 g, 69 mmol) and oxo-acetic acid ethyl ester (20 mL) in ethanol (100 mL) at 120° C. for 18 h. Cool, filter the resulting precipitate, and wash with dry ether to give 1H-quinoxalin-2-one (6.7 g). Dissolve 1H-quinoxalin-2-one in acetic acid (300 mL), add bromine (5 mL), and stir the reaction mixture for 1 h. Filter the resulting crystals and wash with ether to afford 7-bromo-1H-quinoxalin-2-one (7.2 g). Reflux 7-bromo-1H-quinoxalin-2-one in POCl3 (30 mL) for 18 h. Remo...